This data is from the Open Reaction Database (ORD), a public repository of structured organic reaction records. The task is: describe an organic reaction: reactants, conditions, products, and yield Run at time 8 hour. Product: COCOC1=C(C=C2CCCC2=C1)NS(=O)(=O)C=1SC=C(N1)C (N-[6-(methoxymethoxy)-2,3-dihydro-1H-inden-5-yl]-4-methyl-1,3-thiazole-2-sulfonamide). RXN SMILES: [CH3:1][O:2][CH2:3][O:4][C:5]1[CH:13]=[C:12]2[C:8]([CH2:9][CH2:10][CH2:11]2)=[CH:7][C:6]=1[NH2:14].[CH3:15][C:16]1[N:17]=[C:18]([S:21](Cl)(=[O:23])=[O:22])[S:19][CH:20]=1.COC(C)(C)C>N1C=CC=CC=1>[CH3:1][O:2][CH2:3][O:4][C:5]1[CH:13]=[C:12]2[C:8]([CH2:9][CH2:10][CH2:11]2)=[CH:7][C:6]=1[NH:14][S:21]([C:18]1[S:19][CH:20]=[C:16]([CH3:15])[N:17]=1)(=[O:23])=[O:22] |f:1.2|. Procedure: 3.30 g of 6-(methoxymethoxy)indan-5-amine was dissolved in 33.0 mL of pyridine and 157 mL of a 0.54 M 4-methyl-1,3-thiazole-2-sulfonylchloride/tert-butyl methyl ether solution was added thereto, followed by stirring overnight at room temperature. The reaction liquid was concentrated under reduced pressure, to the residue were added water and ethyl acetate, and the insoluble materials were removed by filtration. After the filtrate was extracted with ethyl acetate, the organic layer was washed wit... The reactants are COCOC1=C(C=C2CCCC2=C1)N (6-(methoxymethoxy)indan-5-amine), CC=1N=C(SC1)S(=O)(=O)Cl.COC(C)(C)C (4-methyl-1,3-thiazole-2-sulfonylchloride tert-butyl methyl ether). Solvent: N1=CC=CC=C1 (pyridine). Reactants: C(C)N1C=C(C(C2=CC(=C(C(=C12)F)N1CC(NCC1)CF)F)=O)C(=O)O ((-)-1-ethyl-6,8-difluoro-7-[3-(fluoromethyl)-1-piperazinyl]-1,4-dihydro-4-oxo-3-quinolinecarboxylic acid), C(C)(=O)[O-].[Na+] (sodium acetate), C=O (formaldehyde). Solvent: C(=O)O (formic acid). Product: C(C)N1C=C(C(C2=CC(=C(C(=C12)F)N1CC(N(CC1)C)CF)F)=O)C(=O)O ((-)-1-Ethyl-6,8-difluoro-7-[3-(fluoromethyl)-4-methyl-1-piperazinyl]-1,4-dihydro-4-oxo-3-quinolinecarboxylic acid). Yield: 70.7%. As a reaction SMILES: [CH2:1]([N:3]1[C:12]2[C:7](=[CH:8][C:9]([F:22])=[C:10]([N:14]3[CH2:19][CH2:18][NH:17][CH:16]([CH2:20][F:21])[CH2:15]3)[C:11]=2[F:13])[C:6](=[O:23])[C:5]([C:24]([OH:26])=[O:25])=[CH:4]1)[CH3:2].[C:27]([O-])(=O)C.[Na+].C=O>C(O)=O>[CH2:1]([N:3]1[C:12]2[C:7](=[CH:8][C:9]([F:22])=[C:10]([N:14]3[CH2:19][CH2:18][N:17]([CH3:27])[CH:16]([CH2:20][F:21])[CH2:15]3)[C:11]=2[F:13])[C:6](=[O:23])[C:5]([C:24]([OH:26])=[O:25])=[CH:4]1)[CH3:2] |f:1.2|. Procedure details: A mixture of 150 mg of (-)-1-ethyl-6,8-difluoro-7-[3-(fluoromethyl)-1-piperazinyl]-1,4-dihydro-4-oxo-3-quinolinecarboxylic acid (Ex. 64) was reacted as described previously with 400 mg of sodium acetate, 3 ml of formic acid and 3 ml of formaldehyde, giving 110 mg of the desired product, mp 208°-210° C. (dec.). Reactants: ClC1=C2N(C(N(C2=NC(=N1)N1C=NC2=C1C=C(C=C2)C#N)[C@@H]2CC[C@H](CC2)OC)=O)C (3-(6-chloro-9-(trans-4-methoxycyclohexyl)-7-methyl-8-oxo-8,9-dihydro-7H-purin-2-yl)-3H-benzo[d]imidazole-5-carbonitrile), I[Si](C)(C)C (iodotrimethylsilane). The solvent is C(Cl)(Cl)Cl (chloroform). Run at time 4 hour. Product: ClC1=C2N(C(N(C2=NC(=N1)N1C=NC2=C1C=C(C=C2)C#N)[C@@H]2CC[C@H](CC2)O)=O)C (3-(6-chloro-9-(trans-4-hydroxycyclohexyl)-7-methyl-8-oxo-8,9-dihydro-7H-purin-2-yl)-3H-benzo[d]imidazole-5-carbonitrile). Reaction SMILES: [Cl:1][C:2]1[N:10]=[C:9]([N:11]2[C:15]3[CH:16]=[C:17]([C:20]#[N:21])[CH:18]=[CH:19][C:14]=3[N:13]=[CH:12]2)[N:8]=[C:7]2[C:3]=1[N:4]([CH3:31])[C:5](=[O:30])[N:6]2[C@H:22]1[CH2:27][CH2:26][C@H:25]([O:28]C)[CH2:24][CH2:23]1.I[Si](C)(C)C>C(Cl)(Cl)Cl>[Cl:1][C:2]1[N:10]=[C:9]([N:11]2[C:15]3[CH:16]=[C:17]([C:20]#[N:21])[CH:18]=[CH:19][C:14]=3[N:13]=[CH:12]2)[N:8]=[C:7]2[C:3]=1[N:4]([CH3:31])[C:5](=[O:30])[N:6]2[C@H:22]1[CH2:23][CH2:24][C@H:25]([OH:28])[CH2:26][CH2:27]1. Procedure: To an oven dried flask under Argon flow was added 3-(6-chloro-9-(trans-4-methoxycyclohexyl)-7-methyl-8-oxo-8,9-dihydro-7H-purin-2-yl)-3H-benzo[d]imidazole-5-carbonitrile (0.55 g, 1.25 mmol) in chloroform, followed by iodotrimethylsilane (0.1 mL, 1.25 mmol, 1 equiv.) The reaction mixture was stirred at room temperature for 4 h. Upon completion (HPLC monitoring), the reaction was slowly quenched with water. The organic layer was separated and the aqueous layer extracted with CHCl3 (15 ml×3) and wi... The reactants are C(=O)(C(F)(F)F)O (TFA), FC=1C=C(C=C2CCC(C12)(C)C)NC(=O)[C@@H]1N(CCC2=CC(=CC=C12)COC)C(=O)[C@@H]1C[C@H](C1)CC(=O)OC(C)(C)C (tert-butyl 2-(trans-3-((R)-1-((7-fluoro-1,1-dimethyl-2,3-dihydro-1H-inden-5-yl)carbamoyl)-6-(methoxymethyl)-1,2,3,4-tetrahydroisoquinoline-2-carbonyl)cyclobutyl)acetate), C(O)([O-])=O.[Na+] (sodium hydrogencarbonate). Conditions: temperature 0 celsius, time 30 minute. The product is FC=1C=C(C=C2CCC(C12)(C)C)NC(=O)[C@@H]1N(CCC2=CC(=CC=C12)COC)C(=O)[C@@H]1C[C@H](C1)CC(=O)O ((trans-3-(((1R)-1-((7-fluoro-1,1-dimethyl-2,3-dihydro-1H-inden-5-yl)carbamoyl)-6-(methoxymethyl)-3,4-dihydroisoquinolin-2(1H)-yl)carbonyl)cyclobutyl)acetic acid). The yield is 75.4%. RXN SMILES: C(O)(C(F)(F)F)=O.[F:8][C:9]1[CH:10]=[C:11]([NH:20][C:21]([C@H:23]2[C:32]3[C:27](=[CH:28][C:29]([CH2:33][O:34][CH3:35])=[CH:30][CH:31]=3)[CH2:26][CH2:25][N:24]2[C:36]([C@H:38]2[CH2:41][C@H:40]([CH2:42][C:43]([O:45]C(C)(C)C)=[O:44])[CH2:39]2)=[O:37])=[O:22])[CH:12]=[C:13]2[C:17]=1[C:16]([CH3:19])([CH3:18])[CH2:15][CH2:14]2.C(=O)([O-])O.[Na+]>>[F:8][C:9]1[CH:10]=[C:11]([NH:20][C:21]([C@H:23]2[C:32]3[C:27](=[CH:28][C:29]([CH2:33][O:34][CH3:35])=[CH:30][CH:31]=3)[CH2:26][CH2:25][N:24]2[C:36]([C@H:38]2[CH2:41][C@H:40]([CH2:42][C:43]([OH:45])=[O:44])[CH2:39]2)=[O:37])=[O:22])[CH:12]=[C:13]2[C:17]=1[C:16]([CH3:19])([CH3:18])[CH2:15][CH2:14]2 |f:2.3|. Procedure details: Cooled TFA (2 mL) was added to tert-butyl 2-(trans-3-((R)-1-((7-fluoro-1,1-dimethyl-2,3-dihydro-1H-inden-5-yl)carbamoyl)-6-(methoxymethyl)-1,2,3,4-tetrahydroisoquinoline-2-carbonyl)cyclobutyl)acetate (74 mg, 0.13 mmol) at 0° C., and the mixture was stirred at 0° C. for 30 min. The pH of the reaction mixture was adjusted to 6 with cooled aqueous sodium hydrogencarbonate solution, and the mixture was extracted with ethyl acetate. The organic layer was dried over magnesium sulfate, and the solvent ... Starting materials: [N+](=O)([O-])C1=CC=C(C=C1)N1CCN(CC1)C(=O)OCC1=CC=CC=C1 (benzyl 4-(4-nitro-phenyl)-piperazine-1-carboxylate). The reagents and catalysts are [Ni] (Raney nickel). Run in CO (MeOH). Conditions: time 18 hour. The product is NC1=CC=C(C=C1)N1CCN(CC1)C(=O)OCC1=CC=CC=C1 (benzyl 4-(4-amino-phenyl)-piperazine-1-carboxylate). Reaction SMILES: [N+:1]([C:4]1[CH:9]=[CH:8][C:7]([N:10]2[CH2:15][CH2:14][N:13]([C:16]([O:18][CH2:19][C:20]3[CH:25]=[CH:24][CH:23]=[CH:22][CH:21]=3)=[O:17])[CH2:12][CH2:11]2)=[CH:6][CH:5]=1)([O-])=O>CO.[Ni]>[NH2:1][C:4]1[CH:5]=[CH:6][C:7]([N:10]2[CH2:11][CH2:12][N:13]([C:16]([O:18][CH2:19][C:20]3[CH:21]=[CH:22][CH:23]=[CH:24][CH:25]=3)=[O:17])[CH2:14][CH2:15]2)=[CH:8][CH:9]=1. Procedure: 11.28 g benzyl 4-(4-nitro-phenyl)-piperazine-1-carboxylate are dissolved in 500 mL MeOH and combined with 1 g Raney nickel. The mixture is hydrogenated for 18 h at 5 bar H2 pressure. Then the mixture is filtered to remove the catalyst, 70 mL of 1 N aqueous hydrochloric acid are added and the solvent is eliminated in vacuo. Reactants: C(C1=CC=CC=C1)OC(=O)NC(C(=O)N[C@@H](C(C)C)C(=O)O)CC=C (N-(N-Benzyloxycarbonyl-2-Amino-4-Pentenoyl)-L-Valine), Ester, C(C1=CC=CC=C1)OC(=O)NC(C(=O)O)CC=C (N-Benzyloxycarbonyl-2-Amino-4-Pentenoic Acid), valine benzyl ester p-toluenesulfonyl, CN1CCOCC1 (N-methylmorpholine), C=1C=CC2=C(C1)N=NN2O (HOBt), C1CCC(CC1)N=C=NC2CCCCC2 (DCC). Run in C(Cl)Cl (CH2Cl2). Conditions: time 19 hour. Yields the product C(C1=CC=CC=C1)OC([C@@H](NC(C(CC=C)NC(=O)OCC1=CC=CC=C1)=O)C(C)C)=O (N-(N-benzyloxycarbonyl-2-amino-4-Pentenoyl)-L-valine benzyl ester). RXN SMILES: [CH2:1]([O:8][C:9]([NH:11][CH:12]([CH2:23][CH:24]=[CH2:25])[C:13]([NH:15][C@H:16]([C:20]([OH:22])=[O:21])[CH:17]([CH3:19])[CH3:18])=[O:14])=[O:10])[C:2]1[CH:7]=[CH:6][CH:5]=[CH:4][CH:3]=1.[CH2:26](OC(NC(CC=C)C(O)=O)=O)[C:27]1[CH:32]=[CH:31][CH:30]=[CH:29][CH:28]=1.CN1CCOCC1.C1C=CC2N(O)N=NC=2C=1.C1CCC(N=C=NC2CCCCC2)CC1>C(Cl)Cl>[CH2:26]([O:21][C:20](=[O:22])[C@H:16]([CH:17]([CH3:18])[CH3:19])[NH:15][C:13](=[O:14])[CH:12]([NH:11][C:9]([O:8][CH2:1][C:2]1[CH:3]=[CH:4][CH:5]=[CH:6][CH:7]=1)=[O:10])[CH2:23][CH:24]=[CH2:25])[C:27]1[CH:32]=[CH:31][CH:30]=[CH:29][CH:28]=1. Procedure details: N-(N-Benzyloxycarbonyl-2-Amino-4-Pentenoyl)-L-Valine Benzxyl Ester (4) To a cooled (0-5° C.) solution of 24 mg (0.096 mmol) N-(N-benzyloxycarbonyl-2-amino-4-pentenoic acid (3), 36 mg (0.096 mmol) valine benzyl ester p-toluenesulfonyl salt, and 11 μL (0.096 mmol) N-methylmorpholine in 2 mL CH2Cl2 was added 14 mg (0.101 mmol) HOBt and 21 mg (0.101 mmol) DCC and the mixture was stirred for 19 h. The solution was filtered and the filtrate diluted with 10 mL CH2Cl2 and washed with two 10-mL portions ...